From a dataset of the Open Reaction Database (ORD), a public repository of structured organic reaction records. describe an organic reaction: reactants, conditions, products, and yield Procedure details: 6-Acetyl-2H-benzo[b][1,4]oxazin-3(4H)-one (1 g, 5.23 mmol), methyl iodide (1.13 g, 7.84 mmol) and cesium carbonate (2.55 g, 7.84 mmol) were dissolved in DMF (2 mL). The reaction mixture was irradiated by microwave for 30 minutes at 100° C. The solvent was removed and extracted with dichloromethane. Purification by silica chromatography (ISCO) produced 6-acetyl-4-methyl-2H-benzo[b][1,4]oxazin-3(4H)-one (0.9 g, 84%). 1H NMR (400 MHz, CDCl3): δ 7.63 (s, 1H), 7.60 (d, 1H), 7.01 (d, 1H), 4.70 (s, 2H)... The solvent is CN(C)C=O (DMF). The reactants are C(C)(=O)C1=CC2=C(OCC(N2)=O)C=C1 (6-Acetyl-2H-benzo[b][1,4]oxazin-3(4H)-one), CI (methyl iodide), C([O-])([O-])=O.[Cs+].[Cs+] (cesium carbonate). The yield is 83.9%. Reaction SMILES: [C:1]([C:4]1[CH:14]=[CH:13][C:7]2[O:8][CH2:9][C:10](=[O:12])[NH:11][C:6]=2[CH:5]=1)(=[O:3])[CH3:2].CI.[C:17](=O)([O-])[O-].[Cs+].[Cs+]>CN(C=O)C>[C:1]([C:4]1[CH:14]=[CH:13][C:7]2[O:8][CH2:9][C:10](=[O:12])[N:11]([CH3:17])[C:6]=2[CH:5]=1)(=[O:3])[CH3:2] |f:2.3.4|. Yields the product C(C)(=O)C1=CC2=C(OCC(N2C)=O)C=C1 (6-acetyl-4-methyl-2H-benzo[b][1,4]oxazin-3(4H)-one).